Dataset: the Open Reaction Database (ORD), a public repository of structured organic reaction records. Task: describe an organic reaction: reactants, conditions, products, and yield Starting materials: FC1=CC=C(C=C1)CC(=O)Cl (4-fluorophenylacetyl chloride), CC1(OC(CC(O1)=O)=O)C (2,2-dimethyl-1,3-dioxane-4,6-dione), CCN(C(C)C)C(C)C (DIEA). Solvent: C(Cl)Cl (CH2Cl2), C(Cl)Cl (CH2Cl2). Conditions: temperature 0 celsius, time 2 hour. Product: FC1=CC=C(C=C1)CC(CC(=O)OCC)=O (ethyl 4-(4-fluorophenyl)-3-oxobutanoate). Yield: 97.3%. RXN SMILES: [F:1][C:2]1[CH:7]=[CH:6][C:5]([CH2:8][C:9](Cl)=[O:10])=[CH:4][CH:3]=1.[CH3:12][C:13]1(C)[O:18]C(=O)[CH2:16][C:15](=O)[O:14]1.CCN(C(C)C)C(C)C>C(Cl)Cl>[F:1][C:2]1[CH:7]=[CH:6][C:5]([CH2:8][C:9](=[O:10])[CH2:12][C:13]([O:14][CH2:15][CH3:16])=[O:18])=[CH:4][CH:3]=1. Procedure details: A mixture of 4-fluorophenylacetyl chloride (4.91 g, 24.3 mmol), 2,2-dimethyl-1,3-dioxane-4,6-dione (3.50 g, 24.3 mmol) and DIEA (5.84 g, 49.8 mmol) in CH2Cl2 (30 mL) was stirred for 1 h at 0° C. and at ambient temp for 2 h. The solution was diluted with CH2Cl2 (40 mL) and the organic phase was washed with 0.1 N HCl and brine, dried over Na2SO4 and evaporated to dryness. The resulting orange solid was suspended in EtOH (100 mL) and refluxed for 2 hours. The solution was evaporated and the resulti... Reactants: CC(C)(C)S(=O)NC1CCN(C#N)CC1, CCOC(C)=O, ClC(Cl)Cl, O=C(OO)c1cccc(Cl)c1. Product: CC(C)(C)S(=O)(=O)NC1CCN(C#N)CC1. RXN SMILES: [C:16](#[N:17])[N:18]1[CH2:19][CH2:20][CH:21]([NH:24][S:25](=[O:26])[C:27]([CH3:28])([CH3:29])[CH3:30])[CH2:22][CH2:23]1.[CH3:31][CH2:32][O:33][C:34](=[O:35])[CH3:36].[CH:12]([Cl:13])([Cl:14])[Cl:15].[OH:1][O:2][C:3]([c:4]1[cH:5][c:6]([Cl:7])[cH:8][cH:9][cH:10]1)=[O:11]>>[O:1]=[S:25]([NH:24][CH:21]1[CH2:20][CH2:19][N:18]([C:16]#[N:17])[CH2:23][CH2:22]1)(=[O:26])[C:27]([CH3:28])([CH3:29])[CH3:30]. The reactants are CN(C)c1ccncc1, COc1cc2nccc(Cl)c2cc1OC, O=C(c1ccc(O)cc1)c1ccc(I)cc1, Cc1ccccc1C. Product: COc1cc2nccc(Oc3ccc(C(=O)c4ccc(I)cc4)cc3)c2cc1OC. Reaction SMILES: [CH3:32][N:33]([CH3:34])[c:35]1[cH:36][cH:37][n:38][cH:39][cH:40]1.[Cl:17][c:18]1[cH:19][cH:20][n:21][c:22]2[cH:23][c:24]([O:30][CH3:31])[c:25]([O:28][CH3:29])[cH:26][c:27]12.[I:1][c:2]1[cH:3][cH:4][c:5]([C:8](=[O:9])[c:10]2[cH:11][cH:12][c:13]([OH:16])[cH:14][cH:15]2)[cH:6][cH:7]1.[c:41]1([CH3:42])[c:43]([CH3:44])[cH:45][cH:46][cH:47][cH:48]1>>[I:1][c:2]1[cH:3][cH:4][c:5]([C:8](=[O:9])[c:10]2[cH:11][cH:12][c:13]([O:16][c:18]3[cH:19][cH:20][n:21][c:22]4[cH:23][c:24]([O:30][CH3:31])[c:25]([O:28][CH3:29])[cH:26][c:27]34)[cH:14][cH:15]2)[cH:6][cH:7]1. The reactants are C(C)(C)(C)OC(=O)NC[C@@H](C(=O)OC)N1CCN(CC1)S(=O)(=O)C1=CC=C(C=C1)C (methyl (S)-3-tert-butoxycarbonylamino-2-[4-(toluene-4-sulphonyl)piperazin-1-yl]propanoate), FC(C(=O)O)(F)F (trifluoroacetic acid), C(O)([O-])=O.[Na+] (sodium hydrogen carbonate). Run in ClCCl (dichloromethane). Conditions: time 18 hour. The product is NC[C@@H](C(=O)OC)N1CCN(CC1)S(=O)(=O)C1=CC=C(C=C1)C (methyl (S)-3-amino-2-[4-(toluene-4-sulphonyl)piperazin-1-yl]propanoate). Isolated yield 99.3%. As a reaction SMILES: C(OC([NH:8][CH2:9][C@H:10]([N:15]1[CH2:20][CH2:19][N:18]([S:21]([C:24]2[CH:29]=[CH:28][C:27]([CH3:30])=[CH:26][CH:25]=2)(=[O:23])=[O:22])[CH2:17][CH2:16]1)[C:11]([O:13][CH3:14])=[O:12])=O)(C)(C)C.FC(F)(F)C(O)=O.C(=O)([O-])O.[Na+]>ClCCl>[NH2:8][CH2:9][C@H:10]([N:15]1[CH2:20][CH2:19][N:18]([S:21]([C:24]2[CH:25]=[CH:26][C:27]([CH3:30])=[CH:28][CH:29]=2)(=[O:23])=[O:22])[CH2:17][CH2:16]1)[C:11]([O:13][CH3:14])=[O:12] |f:2.3|. Procedure: A solution containing 1 g (2.3 mmol) of methyl (S)-3-tert-butoxycarbonylamino-2-[4-(toluene-4-sulphonyl)piperazin-1-yl]propanoate in 10 ml of dichloromethane and 2.6 ml (3.4 mmol) of trifluoroacetic acid is stirred at ambient temperature for 18 h. After addition of a saturated aqueous solution of sodium hydrogen carbonate up to a pH of 8, the reaction medium is extracted with dichloromethane. The organic phase is dried over magnesium sulphate, filtered and evaporated. 780 mg (100%) of methyl (S)... Starting materials: CC(=O)OC(C)=O, CC(C)(O)CCNC(=O)c1ccc(N2CCN(C(=O)c3ccccc3C(F)(F)F)CC2)nn1. Yields the product CC(=O)OC(C)(C)CCNC(=O)c1ccc(N2CCN(C(=O)c3ccccc3C(F)(F)F)CC2)nn1. RXN SMILES: [CH3:34][C:35](=[O:36])[O:37][C:38](=[O:39])[CH3:40].[OH:1][C:2]([CH2:3][CH2:4][NH:5][C:6](=[O:7])[c:8]1[n:9][n:10][c:11]([N:14]2[CH2:15][CH2:16][N:17]([C:20]([c:21]3[c:22]([C:27]([F:28])([F:29])[F:30])[cH:23][cH:24][cH:25][cH:26]3)=[O:31])[CH2:18][CH2:19]2)[cH:12][cH:13]1)([CH3:32])[CH3:33]>>[O:1]([C:2]([CH2:3][CH2:4][NH:5][C:6](=[O:7])[c:8]1[n:9][n:10][c:11]([N:14]2[CH2:15][CH2:16][N:17]([C:20]([c:21]3[c:22]([C:27]([F:28])([F:29])[F:30])[cH:23][cH:24][cH:25][cH:26]3)=[O:31])[CH2:18][CH2:19]2)[cH:12][cH:13]1)([CH3:32])[CH3:33])[C:35]([CH3:34])=[O:36].